This data is from the Open Reaction Database (ORD), a public repository of structured organic reaction records. The task is: describe an organic reaction: reactants, conditions, products, and yield Product: Cl.C(C1=CC=CC=C1)C1=CC=CC(=N1)C(=O)C1=CC(=CC(=C1)O)O (3,5-dihydroxyphenyl 6-benzyl-2-pyridyl ketone hydrochloride). As a reaction SMILES: [ClH:1].[CH2:2]([C:9]1[N:14]=[C:13]([C:15]([C:17]2[CH:22]=[C:21]([O:23]C)[CH:20]=[C:19]([O:25]C)[CH:18]=2)=[O:16])[CH:12]=[CH:11][CH:10]=1)[C:3]1[CH:8]=[CH:7][CH:6]=[CH:5][CH:4]=1.Br.N>>[ClH:1].[CH2:2]([C:9]1[N:14]=[C:13]([C:15]([C:17]2[CH:22]=[C:21]([OH:23])[CH:20]=[C:19]([OH:25])[CH:18]=2)=[O:16])[CH:12]=[CH:11][CH:10]=1)[C:3]1[CH:4]=[CH:5][CH:6]=[CH:7][CH:8]=1 |f:0.1,4.5|. Procedure: About 15.5 g. of 3,5-dimethoxyphenyl 6-benzyl-2-pyridyl ketone hydrochloride in 55 ml. of constant boiling hydrobromic acid were heated under reflux for 12 hours. Removal of the solvent gave a tacky residue which was basified with ammonia solution and was extracted three times with a total of 90 ml. of boiling ethyl acetate. The extracts were washed twice with a total of 50 ml. of water, dried over magnesium sulfate and treated with charcoal. Removal of the solids and treatment of the filtrate w... Starting materials: Cl.C(C1=CC=CC=C1)C1=CC=CC(=N1)C(=O)C1=CC(=CC(=C1)OC)OC (3,5-dimethoxyphenyl 6-benzyl-2-pyridyl ketone hydrochloride), Br (hydrobromic acid), N (ammonia). Starting materials: CCCCCCCCCCCCC[N+](C)(C)CC=1C=CC=CC1.[Cl-] (Benzalkonium chloride), C(Cl)(Cl)Cl (chloroform), C(\C=C\C1=CC=CC=C1)(=O)O (trans-Cinnamic acid), CCCCCCCCCCCCC[N+](C)(C)CC=1C=CC=CC1 (benzalkonium). Solvent: CS(=O)C (DMSO). Reaction conditions: temperature 90 celsius, time 4 hour. Product: CCCCCCCCCCCCC[N+](C)(C)CC=1C=CC=CC1.C(\C=C\C1=CC=CC=C1)(=O)[O-] (Benzalkonium trans-Cinnamate). The yield is 90.0%. As a reaction SMILES: [CH3:1][CH2:2][CH2:3][CH2:4][CH2:5][CH2:6][CH2:7][CH2:8][CH2:9][CH2:10][CH2:11][CH2:12][CH2:13][N+:14]([CH2:17][C:18]1[CH:19]=[CH:20][CH:21]=[CH:22][CH:23]=1)([CH3:16])[CH3:15].[Cl-].[C:25]([OH:35])(=[O:34])/[CH:26]=[CH:27]/[C:28]1[CH:33]=[CH:32][CH:31]=[CH:30][CH:29]=1.CCCCCCCCCCCCC[N+](CC1C=CC=CC=1)(C)C.C(Cl)(Cl)Cl>CS(C)=O>[CH3:1][CH2:2][CH2:3][CH2:4][CH2:5][CH2:6][CH2:7][CH2:8][CH2:9][CH2:10][CH2:11][CH2:12][CH2:13][N+:14]([CH2:17][C:18]1[CH:19]=[CH:20][CH:21]=[CH:22][CH:23]=1)([CH3:16])[CH3:15].[C:25]([O-:35])(=[O:34])/[CH:26]=[CH:27]/[C:28]1[CH:29]=[CH:30][CH:31]=[CH:32][CH:33]=1 |f:0.1,6.7|. Reported procedure: Benzalkonium chloride (0.001 mol) was dissolved in warm distilled water. trans-Cinnamic acid (0.001 mol) was added to the benzalkonium solution. The reaction solution was stirred at 90° C. for 4 hours. The reaction solution was cooled to room temperature then 60 mL of chloroform was added. The two phases were separated and the chloroform phase was washed several times with cool distilled water to remove any inorganic salt. The presence of chloride anions was monitored by silver nitrate test. A r... Reactants: [Li]CCCC, C#CCCCC, [Cl-], [Cl-], Cl, COc1ccc(I)c(CCN(C)C)c1, C1CCOC1, O, [Pd], [Zn+2], c1ccc(P(c2ccccc2)c2ccccc2)cc1, c1ccc(P(c2ccccc2)c2ccccc2)cc1, c1ccc(P(c2ccccc2)c2ccccc2)cc1, c1ccc(P(c2ccccc2)c2ccccc2)cc1. Product: CCCCC#Cc1ccc(OC)cc1CCN(C)C, Cl. Reaction SMILES: [CH3:7][CH2:8][CH2:9][CH2:10][Li:11].[CH:1]#[C:2][CH2:3][CH2:4][CH2:5][CH3:6].[Cl-:32].[Cl-:34].[ClH:26].[I:12][c:13]1[c:14]([CH2:21][CH2:22][N:23]([CH3:24])[CH3:25])[cH:15][c:16]([O:19][CH3:20])[cH:17][cH:18]1.[O:27]1[CH2:28][CH2:29][CH2:30][CH2:31]1.[OH2:112].[Pd:35].[Zn+2:33].[c:36]1([P:37]([c:38]2[cH:39][cH:40][cH:41][cH:42][cH:43]2)[c:44]2[cH:45][cH:46][cH:47][cH:48][cH:49]2)[cH:50][cH:51][cH:52][cH:53][cH:54]1.[c:55]1([P:56]([c:57]2[cH:58][cH:59][cH:60][cH:61][cH:62]2)[c:63]2[cH:64][cH:65][cH:66][cH:67][cH:68]2)[cH:69][cH:70][cH:71][cH:72][cH:73]1.[c:74]1([P:75]([c:76]2[cH:77][cH:78][cH:79][cH:80][cH:81]2)[c:82]2[cH:83][cH:84][cH:85][cH:86][cH:87]2)[cH:88][cH:89][cH:90][cH:91][cH:92]1.[c:93]1([P:94]([c:95]2[cH:96][cH:97][cH:98][cH:99][cH:100]2)[c:101]2[cH:102][cH:103][cH:104][cH:105][cH:106]2)[cH:107][cH:108][cH:109][cH:110][cH:111]1>>[C:1](#[C:2][CH2:3][CH2:4][CH2:5][CH3:6])[c:13]1[c:14]([CH2:21][CH2:22][N:23]([CH3:24])[CH3:25])[cH:15][c:16]([O:19][CH3:20])[cH:17][cH:18]1.[ClH:26]. Starting materials: N#CCc1ccc(Br)c(F)c1, CC[N+](CC)(CC)Cc1ccccc1, [Cl-], ClCCBr, [Na+], [OH-], O. Product: N#CC1(c2ccc(Br)c(F)c2)CC1. As a reaction SMILES: [Br:1][c:2]1[c:3]([F:11])[cH:4][c:5]([CH2:8][C:9]#[N:10])[cH:6][cH:7]1.[CH2:19]([N+:20]([CH2:21][CH3:22])([CH2:23][CH3:24])[CH2:25][CH3:26])[c:27]1[cH:28][cH:29][cH:30][cH:31][cH:32]1.[Cl-:18].[Cl:14][CH2:15][CH2:16][Br:17].[Na+:13].[OH-:12].[OH2:33]>>[Br:1][c:2]1[c:3]([F:11])[cH:4][c:5]([C:8]2([C:9]#[N:10])[CH2:15][CH2:16]2)[cH:6][cH:7]1. The reactants are NC1=C(C(=NO1)C)Br (5-amino-4-bromo-3-methylisoxazole), C(CCC)OC1=CC=C(C=C1)S(=O)(=O)Cl (4-butoxybenzenesulfonyl chloride). The product is C(CCC)OC1=CC=C(C=C1)S(=O)(=O)NC1=C(C(=NO1)C)Br (4-Butoxy-N-(4-bromo-3-methyl-5-isoxazolyl)benzenesulfonamide). The yield is 33.0%. As a reaction SMILES: [NH2:1][C:2]1[O:6][N:5]=[C:4]([CH3:7])[C:3]=1[Br:8].[CH2:9]([O:13][C:14]1[CH:19]=[CH:18][C:17]([S:20](Cl)(=[O:22])=[O:21])=[CH:16][CH:15]=1)[CH2:10][CH2:11][CH3:12]>>[CH2:9]([O:13][C:14]1[CH:19]=[CH:18][C:17]([S:20]([NH:1][C:2]2[O:6][N:5]=[C:4]([CH3:7])[C:3]=2[Br:8])(=[O:22])=[O:21])=[CH:16][CH:15]=1)[CH2:10][CH2:11][CH3:12]. Procedure: 4-Butoxy-N-(4-bromo-3-methyl-5-isoxazolyl)benzenesulfonamide was prepared from 5-amino-4-bromo-3-methylisoxazole and 4-butoxybenzenesulfonyl chloride according to the procedures described in Example 30. The crude product was purified by recrystallization from ethyl acetate/hexanes to give a crystalline solid, m.p. 98-100° C., yield 33%. Starting materials: CCN(C(C)C)C(C)C, O=C(Cl)Oc1ccccc1, ClCCl, CC(C)c1nc2c(C(=O)NCC3CCN(CC4CCNCC4)CC3)cccc2[nH]1. The product is CC(C)c1nc2c(C(=O)NCC3CCN(CC4CCN(C(=O)Oc5ccccc5)CC4)CC3)cccc2[nH]1. Reaction SMILES: [CH:30]([N:31]([CH2:32][CH3:33])[CH:34]([CH3:35])[CH3:36])([CH3:37])[CH3:38].[Cl:39][C:40](=[O:41])[O:42][c:43]1[cH:44][cH:45][cH:46][cH:47][cH:48]1.[Cl:49][CH2:50][Cl:51].[NH:1]1[CH2:2][CH2:3][CH:4]([CH2:7][N:8]2[CH2:9][CH2:10][CH:11]([CH2:14][NH:15][C:16](=[O:17])[c:18]3[cH:19][cH:20][cH:21][c:22]4[nH:23][c:24]([CH:27]([CH3:28])[CH3:29])[n:25][c:26]34)[CH2:12][CH2:13]2)[CH2:5][CH2:6]1>>[N:1]1([C:40](=[O:41])[O:42][c:43]2[cH:44][cH:45][cH:46][cH:47][cH:48]2)[CH2:2][CH2:3][CH:4]([CH2:7][N:8]2[CH2:9][CH2:10][CH:11]([CH2:14][NH:15][C:16](=[O:17])[c:18]3[cH:19][cH:20][cH:21][c:22]4[nH:23][c:24]([CH:27]([CH3:28])[CH3:29])[n:25][c:26]34)[CH2:12][CH2:13]2)[CH2:5][CH2:6]1. Reactants: CO, Cl, CC1C(c2ccccc2)OC(=O)N1Cc1cc(C(F)(F)F)ccc1Oc1cc(CC(=O)O)ccc1O. Product: COC(=O)Cc1ccc(O)c(Oc2ccc(C(F)(F)F)cc2CN2C(=O)OC(c3ccccc3)C2C)c1. As a reaction SMILES: [CH3:38][OH:39].[ClH:37].[OH:1][c:2]1[c:3]([O:12][c:13]2[c:14]([CH2:23][N:24]3[C:25](=[O:36])[O:26][CH:27]([c:30]4[cH:31][cH:32][cH:33][cH:34][cH:35]4)[CH:28]3[CH3:29])[cH:15][c:16]([C:19]([F:20])([F:21])[F:22])[cH:17][cH:18]2)[cH:4][c:5]([CH2:8][C:9](=[O:10])[OH:11])[cH:6][cH:7]1>>[OH:1][c:2]1[c:3]([O:12][c:13]2[c:14]([CH2:23][N:24]3[C:25](=[O:36])[O:26][CH:27]([c:30]4[cH:31][cH:32][cH:33][cH:34][cH:35]4)[CH:28]3[CH3:29])[cH:15][c:16]([C:19]([F:20])([F:21])[F:22])[cH:17][cH:18]2)[cH:4][c:5]([CH2:8][C:9]([O:10][CH3:38])=[O:11])[cH:6][cH:7]1.